Dataset: the Open Reaction Database (ORD), a public repository of structured organic reaction records. Task: describe an organic reaction: reactants, conditions, products, and yield Starting materials: CN1N=C(C=C1CC(=O)O)C1=CC=C(C=C1)OC(F)(F)F ([2-methyl-5-(4-trifluoromethoxy-phenyl)-2H-pyrazol-3-yl]-acetic acid), solution. Solvent: C1CCOC1 (THF), O1CCCC1 (tetrahydrofuran). Yields the product CN1N=C(C=C1CCO)C1=CC=C(C=C1)OC(F)(F)F (2-[2-methyl-5-(4-trifluoromethoxy-phenyl)-2H-pyrazol-3-yl]-ethanol). RXN SMILES: [CH3:1][N:2]1[C:6]([CH2:7][C:8](O)=[O:9])=[CH:5][C:4]([C:11]2[CH:16]=[CH:15][C:14]([O:17][C:18]([F:21])([F:20])[F:19])=[CH:13][CH:12]=2)=[N:3]1>O1CCCC1>[CH3:1][N:2]1[C:6]([CH2:7][CH2:8][OH:9])=[CH:5][C:4]([C:11]2[CH:16]=[CH:15][C:14]([O:17][C:18]([F:19])([F:20])[F:21])=[CH:13][CH:12]=2)=[N:3]1. Procedure: In analogy to the procedure described for example 9 c], [2-methyl-5-(4-trifluoromethoxy-phenyl)-2H-pyrazol-3-yl]-acetic acid was reduced with a 1 M solution of BH3*THF in tetrahydrofuran to give 2-[2-methyl-5-(4-trifluoromethoxy-phenyl)-2H-pyrazol-3-yl]-ethanol as colorless crystals. The reactants are Fc1ccc(Br)cn1, [Li]CCCC, ClSc1ccccc1. Yields the product Fc1ccc(Sc2ccccc2)cn1. RXN SMILES: [Br:1][c:2]1[cH:3][cH:4][c:5]([F:8])[n:6][cH:7]1.[CH2:9]([Li:10])[CH2:11][CH2:12][CH3:13].[c:14]1([S:20][Cl:21])[cH:15][cH:16][cH:17][cH:18][cH:19]1>>[c:2]1([S:20][c:14]2[cH:15][cH:16][cH:17][cH:18][cH:19]2)[cH:3][cH:4][c:5]([F:8])[n:6][cH:7]1. Reactants: [OH-].[Na+] (NaOH), COC(CCC1=C(C=C(C=C1)SCC1=C(N=C(S1)C1=CC=C(C=C1)C(F)(F)F)COC1=CC=CC=C1)C)=O (3-{2-Methyl-4-[4-phenoxymethyl-2-(4-trifluoromethyl-phenyl)-thiazol-5-ylmethylsulfanyl]-phenyl}-propionic acid methyl ester), Cl (HCl). Run in C(C)OCC (diethyl ether), O1CCCC1 (tetrahydrofuran). Yields the product CC1=C(C=CC(=C1)SCC1=C(N=C(S1)C1=CC=C(C=C1)C(F)(F)F)COC1=CC=CC=C1)CCC(=O)O (3-{2-Methyl-4-[4-phenoxymethyl-2-(4-trifluoromethyl-phenyl)-thiazol-5-ylmethylsulfanyl]-phenyl}-propionic acid). Reaction SMILES: C[O:2][C:3](=[O:38])[CH2:4][CH2:5][C:6]1[CH:11]=[CH:10][C:9]([S:12][CH2:13][C:14]2[S:18][C:17]([C:19]3[CH:24]=[CH:23][C:22]([C:25]([F:28])([F:27])[F:26])=[CH:21][CH:20]=3)=[N:16][C:15]=2[CH2:29][O:30][C:31]2[CH:36]=[CH:35][CH:34]=[CH:33][CH:32]=2)=[CH:8][C:7]=1[CH3:37].[OH-].[Na+].Cl>O1CCCC1.C(OCC)C>[CH3:37][C:7]1[CH:8]=[C:9]([S:12][CH2:13][C:14]2[S:18][C:17]([C:19]3[CH:20]=[CH:21][C:22]([C:25]([F:28])([F:26])[F:27])=[CH:23][CH:24]=3)=[N:16][C:15]=2[CH2:29][O:30][C:31]2[CH:36]=[CH:35][CH:34]=[CH:33][CH:32]=2)[CH:10]=[CH:11][C:6]=1[CH2:5][CH2:4][C:3]([OH:38])=[O:2] |f:1.2|. Reported procedure: 3-{2-Methyl-4-[4-phenoxymethyl-2-(4-trifluoromethyl-phenyl)-thiazol-5-ylmethylsulfanyl]-phenyl}-propionic acid methyl ester (100 mg, 0.1796 mmol) is dissolved in tetrahydrofuran (1 mL) and 5N NaOH (1 mL) is added. The mixture is heated to reflux until the conversion is complete. Upon complete conversion, the reaction is cooled to room temperature and 5N HCl (1 mL) is added. The mixture is diluted with diethyl ether and extracted with 1N HCl. The organic layer is washed with water and brine, then... Reactants: CS(C)=O, CCN(C(C)C)C(C)C, O=C(Nc1nnc(N2CCOCC2)o1)OCC(Cl)(Cl)Cl, O, c1ccc(-c2nsc(N3CCNCC3)n2)cc1. The product is O=C(Nc1nnc(N2CCOCC2)o1)N1CCN(c2nc(-c3ccccc3)ns2)CC1. As a reaction SMILES: [CH3:48][S:49](=[O:50])[CH3:51].[CH:38]([N:39]([CH:40]([CH3:41])[CH3:42])[CH2:43][CH3:44])([CH3:45])[CH3:46].[O:1]1[CH2:2][CH2:3][N:4]([c:7]2[n:8][n:9][c:10]([NH:12][C:13]([O:14][CH2:15][C:16]([Cl:17])([Cl:18])[Cl:19])=[O:20])[o:11]2)[CH2:5][CH2:6]1.[OH2:47].[c:21]1(-[c:27]2[n:28][s:29][c:30]([N:32]3[CH2:33][CH2:34][NH:35][CH2:36][CH2:37]3)[n:31]2)[cH:22][cH:23][cH:24][cH:25][cH:26]1>>[O:1]1[CH2:2][CH2:3][N:4]([c:7]2[n:8][n:9][c:10]([NH:12][C:13](=[O:20])[N:35]3[CH2:34][CH2:33][N:32]([c:30]4[s:29][n:28][c:27](-[c:21]5[cH:22][cH:23][cH:24][cH:25][cH:26]5)[n:31]4)[CH2:37][CH2:36]3)[o:11]2)[CH2:5][CH2:6]1. The reactants are N (ammonia), N1N=C(N=C1)S(=O)(=O)Cl (1,2,4-triazol-3- sulfonylchloride). RXN SMILES: [NH3:1].[NH:2]1[CH:6]=[N:5][C:4]([S:7](Cl)(=[O:9])=[O:8])=[N:3]1>>[NH:2]1[CH:6]=[N:5][C:4]([S:7]([NH2:1])(=[O:9])=[O:8])=[N:3]1. Procedure: Liquid ammonia is reacted with 1,2,4-triazol-3- sulfonylchloride to give 1,2,4-triazol-3-sulfonamide in U.S. Pat. No. 2,554,816. Yields the product N1N=C(N=C1)S(=O)(=O)N (1,2,4-triazol-3-sulfonamide).